This data is from the Open Reaction Database (ORD), a public repository of structured organic reaction records. The task is: describe an organic reaction: reactants, conditions, products, and yield Solvent: C1=CC=CC=C1 (benzene). The reagents and catalysts are [Zn] (zinc). Procedure details: To a refluxing solution of 1.00 g (15.30 mmol) of 20 mesh, granular zinc (activated prior to use by washing with 2% HCl, water, 95% ethanol, acetone, anhydrous Et2O and then dried in vacuum for several hours) in 20 ml of dry benzene was slowly added a mixture of 0.23 ml (1.62 mmol) of ethyl bromoacetate, 0.28 g (0.81 mmol) of ethyl 4-[(5,6,7,8-tetrahydro-8,8-dimethyl-5-oxonaphth-2-yl)ethynyl]benzoate (Compound 1) in 10 ml of dry benzene. The resulting mixture was refluxed for 2 hours, cooled to ... The product is OC1(C=2C=CC(=CC2C(CC1)(C)C)C#CC1=CC=C(C(=O)OCC)C=C1)CC(=O)OCC (Ethyl 4-[(5,6,7,8-tetrahydro-5-hydroxy-8,8-dimethyl-5-carboethoxymethylnaphth-2-yl)ethynyl]benzoate). The reactants are 20, BrCC(=O)OCC (ethyl bromoacetate), CC1(CCC(C=2C=CC(=CC12)C#CC1=CC=C(C(=O)OCC)C=C1)=O)C (ethyl 4-[(5,6,7,8-tetrahydro-8,8-dimethyl-5-oxonaphth-2-yl)ethynyl]benzoate), CC1(CCC(C=2C=CC(=CC12)C#CC1=CC=C(C(=O)OCC)C=C1)=O)C (ethyl 4-[(5,6,7,8-tetrahydro-8,8-dimethyl-5-oxonaphth-2-yl)ethynyl]benzoate). As a reaction SMILES: Br[CH2:2][C:3]([O:5][CH2:6][CH3:7])=[O:4].[CH3:8][C:9]1([CH3:33])[C:18]2[CH:17]=[C:16]([C:19]#[C:20][C:21]3[CH:31]=[CH:30][C:24]([C:25]([O:27][CH2:28][CH3:29])=[O:26])=[CH:23][CH:22]=3)[CH:15]=[CH:14][C:13]=2[C:12](=[O:32])[CH2:11][CH2:10]1>C1C=CC=CC=1.[Zn]>[OH:32][C:12]1([CH2:2][C:3]([O:5][CH2:6][CH3:7])=[O:4])[CH2:11][CH2:10][C:9]([CH3:8])([CH3:33])[C:18]2[CH:17]=[C:16]([C:19]#[C:20][C:21]3[CH:22]=[CH:23][C:24]([C:25]([O:27][CH2:28][CH3:29])=[O:26])=[CH:30][CH:31]=3)[CH:15]=[CH:14][C:13]1=2. The reactants are COCCOc1ccc(-c2ccccc2C=O)cc1, CC(C)=O, O=[Cr](=O)=O, O, O=S(=O)(O)O. Yields the product COCCOc1ccc(-c2ccccc2C(=O)O)cc1. Reaction SMILES: [CH3:1][O:2][CH2:3][CH2:4][O:5][c:6]1[cH:7][cH:8][c:9](-[c:12]2[c:13]([CH:18]=[O:19])[cH:14][cH:15][cH:16][cH:17]2)[cH:10][cH:11]1.[CH3:29][C:30](=[O:31])[CH3:32].[O:20]=[Cr:21](=[O:22])=[O:23].[OH2:33].[S:24](=[O:25])(=[O:26])([OH:27])[OH:28]>>[CH3:1][O:2][CH2:3][CH2:4][O:5][c:6]1[cH:7][cH:8][c:9](-[c:12]2[c:13]([C:18](=[O:19])[OH:20])[cH:14][cH:15][cH:16][cH:17]2)[cH:10][cH:11]1. Reactants: BrC1=C(OC2=C(C(=CC=C2C1=O)OS(=O)(=O)C1=C(C=C(C=C1C)C)C)[N+](=O)[O-])C(C)C (2,4,6-trimethyl-benzenesulfonic acid 3-bromo-2-isopropyl-8-nitro-4-oxo-4H-chromen-7-yl ester), COC1=CC=C(CN)C=C1 (p-methoxybenzylamine), O (Water). Solvent: C1(=CC=CC=C1)C (toluene). Reaction conditions: temperature 130 celsius. Product: BrC1=C(OC2=C(C(=CC=C2C1=O)NCC1=CC=C(C=C1)OC)[N+](=O)[O-])C(C)C (3-Bromo-2-isopropyl-7-(4-methoxybenzylamino)-8-nitro-chromen-4-one). RXN SMILES: [Br:1][C:2]1[C:11](=[O:12])[C:10]2[C:5](=[C:6]([N+:26]([O-:28])=[O:27])[C:7](OS(C3C(C)=CC(C)=CC=3C)(=O)=O)=[CH:8][CH:9]=2)[O:4][C:3]=1[CH:29]([CH3:31])[CH3:30].[CH3:32][O:33][C:34]1[CH:41]=[CH:40][C:37]([CH2:38][NH2:39])=[CH:36][CH:35]=1.O>C1(C)C=CC=CC=1>[Br:1][C:2]1[C:11](=[O:12])[C:10]2[C:5](=[C:6]([N+:26]([O-:28])=[O:27])[C:7]([NH:39][CH2:38][C:37]3[CH:40]=[CH:41][C:34]([O:33][CH3:32])=[CH:35][CH:36]=3)=[CH:8][CH:9]=2)[O:4][C:3]=1[CH:29]([CH3:30])[CH3:31]. Reported procedure: To a solution of 2,4,6-trimethyl-benzenesulfonic acid 3-bromo-2-isopropyl-8-nitro-4-oxo-4H-chromen-7-yl ester (1.906 g, 3.5 mmol) in dry toluene (18 ml) in a 20 ml capacity microwave tube is added p-methoxybenzylamine (0.69 ml, 5.26 mmol). The mixture is heated at 130° C. under microwave irradiation for 90 minutes and then at 140° C. under microwave irradiation for a further 30 minutes. Water (40 ml) is added, and the mixture is extracted with ethyl acetate (3×100 ml). The ethyl acetate extracts... The reactants are CN1CCOCC1 (N-methylmorpholine), NC1=NC(=C(C(=N1)O)CCCC(C=C)C1=CC=C(C(=O)O)C=C1)N (4-[6-(2,6-diamino-4-hydroxypyrimidin-5-yl)hex-1-en-3-yl]benzoic acid), CN1CCOCC1 (N-methylmorpholine), Cl.COC([C@@H](N)CCC(=O)OC)=O (dimethyl-L-glutamate hydrochloride), COC1=NC(=NC(=N1)OC)Cl (2,4-dimethoxy-6-chloro-1,3,5-triazine). The solvent is CN(C=O)C (dimethylformamide). Reaction conditions: time 5 minute. Yields the product NC1=NC(=C(C(=N1)O)CCCC(C=C)C1=CC=C(C(=O)N[C@@H](CCC(=O)OC)C(=O)OC)C=C1)N (Dimethyl N-{4-[6-(2,6-Diamino-4-hydroxypyrimidin-5-yl) -hex-1-en-3-yl]benzoyl)-L-glutamate). Reaction SMILES: [NH2:1][C:2]1[N:7]=[C:6]([OH:8])[C:5]([CH2:9][CH2:10][CH2:11][CH:12]([C:15]2[CH:23]=[CH:22][C:18]([C:19](O)=[O:20])=[CH:17][CH:16]=2)[CH:13]=[CH2:14])=[C:4]([NH2:24])[N:3]=1.CN1CCOCC1.COC1N=C(OC)N=C(Cl)N=1.Cl.[CH3:44][O:45][C:46](=[O:55])[C@H:47]([CH2:49][CH2:50][C:51]([O:53][CH3:54])=[O:52])[NH2:48]>CN(C)C=O>[NH2:1][C:2]1[N:7]=[C:6]([OH:8])[C:5]([CH2:9][CH2:10][CH2:11][CH:12]([C:15]2[CH:16]=[CH:17][C:18]([C:19]([NH:48][C@H:47]([C:46]([O:45][CH3:44])=[O:55])[CH2:49][CH2:50][C:51]([O:53][CH3:54])=[O:52])=[O:20])=[CH:22][CH:23]=2)[CH:13]=[CH2:14])=[C:4]([NH2:24])[N:3]=1 |f:3.4|. Procedure details: A solution containing 950 mg eq) of 4-[6-(2,6-diamino-4-hydroxypyrimidin-5-yl)hex-1-en-3-yl]benzoic acid as prepared in step F, 351 mg (1.2 eq) Of N-methylmorpholine, and 10.0 ml of anhydrous dimethylformamide, was vigorously stirred at ambient temperature for 5 minutes. To this solution was added 556 mg (1.1 eq) of 2,4-dimethoxy-6-chloro-1,3,5-triazine and this mixture was then stirred at room temperature for 40 minutes. Following additipn to the solution of 351 mg (1.3 eq) of N-methylmorpholin... Starting materials: [BH4-].[Na+] (Sodium borohydride), [I-].COC=1C=C(C=CC1[N+](=O)[O-])C1=CC=[N+](C=C1)CCC (4-(3-methoxy-4-nitrophenyl)-1-propylpyridinium iodide), [Cl-].[NH4+] (ammonium chloride). Solvent: CO (methanol). Reaction conditions: temperature -10 celsius, time 2 hour. The product is COC=1C=C(C=CC1[N+](=O)[O-])C=1CCN(CC1)CCC (4-(3-methoxy-4-nitrophenyl)-1-propyl-1,2,3,6-tetrahydropyridine). Yield: 97.0%. Reaction SMILES: [I-].[CH3:2][O:3][C:4]1[CH:5]=[C:6]([C:13]2[CH:18]=[CH:17][N+:16]([CH2:19][CH2:20][CH3:21])=[CH:15][CH:14]=2)[CH:7]=[CH:8][C:9]=1[N+:10]([O-:12])=[O:11].[BH4-].[Na+].[Cl-].[NH4+]>CO>[CH3:2][O:3][C:4]1[CH:5]=[C:6]([C:13]2[CH2:18][CH2:17][N:16]([CH2:19][CH2:20][CH3:21])[CH2:15][CH:14]=2)[CH:7]=[CH:8][C:9]=1[N+:10]([O-:12])=[O:11] |f:0.1,2.3,4.5|. Procedure: 4-(3-methoxy-4-nitrophenyl)-1-propylpyridinium iodide (10 g, 25 mmol) was dissolved in methanol (200 mL). As the mixture was cooled to −10° C. the starting material started to precipitated out of the solution. Sodium borohydride (4.61 g, 11.3 mmol) was added in ˜500 mg portions. Effervescence was observed during the addition as dissolution of the solids in the reaction was observed. The reaction was stirred for 2 h at −10° C. when analysis by TLC revealed completion of the reaction. Saturated aq... The reactants are CCO, CCOC(=O)c1cc(CC)sc1Nc1ccc([N+](=O)[O-])cc1[N+](=O)[O-], N, S. The product is CCOC(=O)c1cc(CC)sc1Nc1ccc([N+](=O)[O-])cc1N. RXN SMILES: [CH3:28][CH2:29][OH:30].[N+:1]([O-:2])(=[O:3])[c:4]1[c:5]([NH:6][c:7]2[s:8][c:9]([CH2:17][CH3:18])[cH:10][c:11]2[C:12](=[O:13])[O:14][CH2:15][CH3:16])[cH:19][cH:20][c:21]([N+:23](=[O:24])[O-:25])[cH:22]1.[NH3:27].[SH2:26]>>[NH2:1][c:4]1[c:5]([NH:6][c:7]2[s:8][c:9]([CH2:17][CH3:18])[cH:10][c:11]2[C:12](=[O:13])[O:14][CH2:15][CH3:16])[cH:19][cH:20][c:21]([N+:23](=[O:24])[O-:25])[cH:22]1.